Dataset: the Open Reaction Database (ORD), a public repository of structured organic reaction records. Task: describe an organic reaction: reactants, conditions, products, and yield The reactants are CS(=O)(=O)O (methanesulfonic acid), CC(C)[C@@]1(C(=O)N2[C@H](C(=O)N3CCC[C@H]3[C@@]2(O1)O)CC4=CC=CC=C4)NC(=O)[C@@H]5CN([C@@H]6CC7=CNC8=CC=CC(=C78)C6=C5)C (Ergocristinine), C(C)OCC (diethylether). The solvent is C(C)O (ethanol). Product: CC(C)[C@@]1(C(=O)N2[C@@H](C(=O)N3CCC[C@H]3[C@@]2(O1)O)CC4=CC=CC=C4)NC(=O)[C@H]5CN([C@H]6CC7=CNC8=CC=CC(=C78)C6=C5)C.CS(=O)(=O)O (Ergocristinine methanesulfonate). RXN SMILES: [CH3:1][CH:2]([C@@:4]1([NH:26][C:27]([C@H:29]2[CH:44]=[C:43]3[C@@H:32]([CH2:33][C:34]4[C:42]5[C:37](=[CH:38][CH:39]=[CH:40][C:41]=53)[NH:36][CH:35]=4)[N:31]([CH3:45])[CH2:30]2)=[O:28])[O:17][C@:16]2([OH:18])[N:7]([C@@H:8]([CH2:19][C:20]3[CH:25]=[CH:24][CH:23]=[CH:22][CH:21]=3)[C:9]([N:11]3[C@H:15]2[CH2:14][CH2:13][CH2:12]3)=[O:10])[C:5]1=[O:6])[CH3:3].[CH3:46][S:47]([OH:50])(=[O:49])=[O:48].C(OCC)C>C(O)C>[CH3:3][CH:2]([C@@:4]1([NH:26][C:27]([C@@H:29]2[CH:44]=[C:43]3[C@H:32]([CH2:33][C:34]4[C:42]5[C:37](=[CH:38][CH:39]=[CH:40][C:41]=53)[NH:36][CH:35]=4)[N:31]([CH3:45])[CH2:30]2)=[O:28])[O:17][C@:16]2([OH:18])[N:7]([C@H:8]([CH2:19][C:20]3[CH:21]=[CH:22][CH:23]=[CH:24][CH:25]=3)[C:9]([N:11]3[C@H:15]2[CH2:14][CH2:13][CH2:12]3)=[O:10])[C:5]1=[O:6])[CH3:1].[CH3:46][S:47]([OH:50])(=[O:49])=[O:48] |f:4.5|. Reported procedure: Ergocristinine (1.25 g; 0.05 mmoles) was dissolved in absolute ethanol (25 ml), containing methanesulfonic acid (0.15 ml; 2.31 mmoles). After clarifying, the solution was slowly poured into absolute diethylether (350 ml) while stirring. The precipitated salt was filtered off and dried in vacuo. Ergocristinine methanesulfonate (1.40 g; 96.4% of the theory) with a melting point of 170°-180° C. was obtained. Reactants: C1(=CC=CC2=CC=CC=C12)C#CC=O (naphthalen-1-yl-propynal), C(C=C)[Mg]Br (allylmagnesium bromide). The solvent is O1CCCC1 (tetrahydrofuran). Conditions: time 2 hour. The product is C1(=CC=CC2=CC=CC=C12)C#CC(CC=C)O (1-naphthalen-1-yl-hex-5-en-1-yn-3-ol). Isolated yield 75.8%. Reaction SMILES: [C:1]1([C:11]#[C:12][CH:13]=[O:14])[C:10]2[C:5](=[CH:6][CH:7]=[CH:8][CH:9]=2)[CH:4]=[CH:3][CH:2]=1.[CH2:15]([Mg]Br)[CH:16]=[CH2:17]>O1CCCC1>[C:1]1([C:11]#[C:12][CH:13]([OH:14])[CH2:17][CH:16]=[CH2:15])[C:10]2[C:5](=[CH:6][CH:7]=[CH:8][CH:9]=2)[CH:4]=[CH:3][CH:2]=1. Procedure: A solution of naphthalen-1-yl-propynal (2.50 g, 13.88 mmol) in tetrahydrofuran (50 mL) was added to a stirred solution of allylmagnesium bromide (1M in diethyl ether, 20.81 mL, 20.81 mmol, 1.5 eq.) at 0° C. over 0.5 h under an atmosphere of nitrogen. Stirring was continued for a further 2 h at 0° C. The reaction was quenched with water (50 mL) at 0° C. To the reaction mixture was added diethyl ether (100 mL) and the reaction mixture was stirred and allowed to separate. The aqueous phase was re-e...